From a dataset of the Open Reaction Database (ORD), a public repository of structured organic reaction records. describe an organic reaction: reactants, conditions, products, and yield The reactants are C(C1=CC=CC=C1)N1CC2C(CCC(C2C1)=O)(C1=CC(=CC=C1)F)C1=CC(=CC=C1)F ((3aRS,7aRS)-2-benzyl-7,7-bis-(3-fluorophenyl)-4-perhydroisoindolone), ClC(=O)OC=C (vinyl chloroformate). The solvent is ClCCCl (1,2-dichloroethane). The product is FC=1C=C(C=CC1)C1(CCC(C2CN(CC12)C(=O)OC=C)=O)C1=CC(=CC=C1)F ((3aRS,7aRS)-7,7-bis-(3-fluorophenyl)-2-vinyloxycarbonyl-4-perhydroisoindolone). RXN SMILES: C([N:8]1[CH2:16][CH:15]2[CH:10]([C:11]([C:25]3[CH:30]=[CH:29][CH:28]=[C:27]([F:31])[CH:26]=3)([C:18]3[CH:23]=[CH:22][CH:21]=[C:20]([F:24])[CH:19]=3)[CH2:12][CH2:13][C:14]2=[O:17])[CH2:9]1)C1C=CC=CC=1.Cl[C:33]([O:35][CH:36]=[CH2:37])=[O:34]>ClCCCl>[F:31][C:27]1[CH:26]=[C:25]([C:11]2([C:18]3[CH:23]=[CH:22][CH:21]=[C:20]([F:24])[CH:19]=3)[CH:10]3[CH:15]([CH2:16][N:8]([C:33]([O:35][CH:36]=[CH2:37])=[O:34])[CH2:9]3)[C:14](=[O:17])[CH2:13][CH2:12]2)[CH:30]=[CH:29][CH:28]=1. Reported procedure: A solution of (3aRS,7aRS)-2-benzyl-7,7-bis-(3-fluorophenyl)-4-perhydroisoindolone (92.2 g) in 1,2-dichloroethane (860 cc) is treated with vinyl chloroformate (26.3 cc) and the mixture is refluxed for 3 hours and then concentrated under reduced pressure (2.7 kPa). The residue is chromatographed (in two passes) on silica gel (particle size 0.04-0.063 mm, columns 8 cm in diameter and 35 cm high), eluting under a nitrogen pressure of 0.5 bar with a mixture of cyclohexane and ethyl acetate (75/25). T... Reactants: C(C)(C)(C)OC(=O)NCCOC1=C(C(=O)O)C=CC(=C1)S(=O)(=O)C (2-(2-t-butoxycarbonylaminoethoxy)-4-methylsulfonylbenzoic acid), NC=1C(=NC=CC1)C(=O)NC1=NC=C(C=C1)Cl (3-amino-N-(5-chloropyridin-2-yl)pyridine-2-carboxamide). The product is C(C)(C)(C)OC(=O)NCCOC1=C(C(=O)NC=2C(=NC=CC2)C(=O)NC2=NC=C(C=C2)Cl)C=CC(=C1)S(=O)(=O)C (3-[2-(2-t-Butoxycarbonylaminoethoxy)-4-methylsulfonyl-benzoylamino]-N-(5-chloropyridin-2-yl)pyridine-2-carboxamide). Yield: 84.0%. Reaction SMILES: [C:1]([O:5][C:6]([NH:8][CH2:9][CH2:10][O:11][C:12]1[CH:20]=[C:19]([S:21]([CH3:24])(=[O:23])=[O:22])[CH:18]=[CH:17][C:13]=1[C:14]([OH:16])=O)=[O:7])([CH3:4])([CH3:3])[CH3:2].[NH2:25][C:26]1[C:27]([C:32]([NH:34][C:35]2[CH:40]=[CH:39][C:38]([Cl:41])=[CH:37][N:36]=2)=[O:33])=[N:28][CH:29]=[CH:30][CH:31]=1>>[C:1]([O:5][C:6]([NH:8][CH2:9][CH2:10][O:11][C:12]1[CH:20]=[C:19]([S:21]([CH3:24])(=[O:23])=[O:22])[CH:18]=[CH:17][C:13]=1[C:14]([NH:25][C:26]1[C:27]([C:32]([NH:34][C:35]2[CH:40]=[CH:39][C:38]([Cl:41])=[CH:37][N:36]=2)=[O:33])=[N:28][CH:29]=[CH:30][CH:31]=1)=[O:16])=[O:7])([CH3:2])([CH3:3])[CH3:4]. Reported procedure: Using a procedure analogous to Example 1-G, 2-(2-t-butoxycarbonylaminoethoxy)-4-methylsulfonylbenzoic acid and 3-amino-N-(5-chloropyridin-2-yl)pyridine-2-carboxamide gave the desired product as a solid (4.0 g, 84%). The reactants are ON1C(CC(CC1(C)C)=O)(C)C (1-oxyl-4-oxo-2,2,6,6-tetramethylpiperidine), C1=CCCCC1 (cyclohexene). Run at temperature 85.5 celsius. Product: C1(C=CCCC1)ON1C(CC(CC1(C)C)=O)(C)C (1-(Cyclohex-2-enyloxy)-2,2,6,6-tetramethylpiperidin-4-one). The yield is 10.3%. As a reaction SMILES: [OH:1][N:2]1[C:7]([CH3:9])([CH3:8])[CH2:6][C:5](=[O:10])[CH2:4][C:3]1([CH3:12])[CH3:11].[CH:13]1[CH2:18][CH2:17][CH2:16][CH2:15][CH:14]=1>>[CH:18]1([O:1][N:2]2[C:7]([CH3:8])([CH3:9])[CH2:6][C:5](=[O:10])[CH2:4][C:3]2([CH3:12])[CH3:11])[CH2:17][CH2:16][CH2:15][CH:14]=[CH:13]1. Procedure details: A mixture of 25.0 g (0.15 mol) of 1-oxyl-4-oxo-2,2,6,6-tetramethylpiperidine and 162.2 g (1.97 mol) of cyclohexene is heated under a nitrogen atmosphere at 85-86° C. for 56 hours. The reaction mixture is filtered to remove the hydroxylamine, and the solvent is removed in vacuo. The residue is dissolved in heptane and washed with 5% ascorbic acid (2×50 mL) and distilled water (2×50 mL). The organic phase is dried over anhydrous magnesium sulfate and the volatiles removed in vacuo. The residue is ... Reactants: O=C([O-])[O-], CCOC(C)=O, [Cs+], [Cs+], O=C(c1ccc(Br)cn1)N1CCC1, CCC(C)Oc1cc(O)cc(C(=O)Nc2ccn(C)n2)c1. The product is CCC(C)Oc1cc(Oc2ccc(C(=O)N3CCC3)nc2)cc(C(=O)Nc2ccn(C)n2)c1. As a reaction SMILES: [C:35](=[O:36])([O-:37])[O-:38].[CH3:41][CH2:42][O:43][C:44](=[O:45])[CH3:46].[Cs+:39].[Cs+:40].[N:22]1([C:26](=[O:27])[c:28]2[n:29][cH:30][c:31]([Br:34])[cH:32][cH:33]2)[CH2:23][CH2:24][CH2:25]1.[OH:1][c:2]1[cH:3][c:4]([C:5](=[O:6])[NH:7][c:8]2[n:9][n:10]([CH3:13])[cH:11][cH:12]2)[cH:14][c:15]([O:17][CH:18]([CH2:19][CH3:20])[CH3:21])[cH:16]1>>[O:1]([c:2]1[cH:3][c:4]([C:5](=[O:6])[NH:7][c:8]2[n:9][n:10]([CH3:13])[cH:11][cH:12]2)[cH:14][c:15]([O:17][CH:18]([CH2:19][CH3:20])[CH3:21])[cH:16]1)[c:31]1[cH:30][n:29][c:28]([C:26]([N:22]2[CH2:23][CH2:24][CH2:25]2)=[O:27])[cH:33][cH:32]1. Solvent: CN(C)C=O (DMF). RXN SMILES: [NH2:1][C:2]1[C:3]2[C:10]([C:11]3[CH:16]=[CH:15][CH:14]=[CH:13][CH:12]=3)=[C:9]([C:17]3[CH:22]=[CH:21][CH:20]=[CH:19][CH:18]=3)[O:8][C:4]=2[N:5]=[CH:6][N:7]=1.Br[CH2:24][C:25]1([CH3:30])[O:29][CH2:28][CH2:27][O:26]1.[OH-].[Na+]>CN(C=O)C>[C:11]1([C:10]2[C:3]3[C:2]([NH:1][CH2:24][C:25]4([CH3:30])[O:29][CH2:28][CH2:27][O:26]4)=[N:7][CH:6]=[N:5][C:4]=3[O:8][C:9]=2[C:17]2[CH:18]=[CH:19][CH:20]=[CH:21][CH:22]=2)[CH:16]=[CH:15][CH:14]=[CH:13][CH:12]=1 |f:2.3|. Procedure: A stirred mixture of 4-amino-5,6-diphenylfuro[2,3-d]pyrimidine (50 mg, 0.17 mmol), 2-bromomethyl-2-methyl-[1,3]dioxolane (prepared according to Visweswariah et al., Synthesis, 1982, 4, 309-310) (38 mg, 0.21 mmol) and sodium hydroxide granules (21 mg, 0.53 mmol) in DMF (1 mL) was heated in a microwave at 120° C. for 5 minutes. The resulting mixture was filtered and purified by preparative HPLC to give a beige solid (9 mg). 1H NMR (CDCl3): 8.39 (1H, s), 7.52-7.41 (7H, m), 7.23-7.18 (3H, m), 5.05 (... Isolated yield 13.7%. Starting materials: NC=1C2=C(N=CN1)OC(=C2C2=CC=CC=C2)C2=CC=CC=C2 (4-amino-5,6-diphenylfuro[2,3-d]pyrimidine), BrCC1(OCCO1)C (2-bromomethyl-2-methyl-[1,3]dioxolane), [OH-].[Na+] (sodium hydroxide). The product is C1(=CC=CC=C1)C1=C(OC=2N=CN=C(C21)NCC2(OCCO2)C)C2=CC=CC=C2 ((5,6-Diphenyl-furo[2,3-d]pyrimidin-4-yl)-(2-methyl-[1,3]dioxolan-2-ylmethyl)-amine). Reaction conditions: temperature 120 celsius. The reactants are C(C)(C)OP(O)C(C)(C)C (t-butylphosphonous acid-isopropylester), [Na] (sodium), C(C=C)#N (acrylonitrile). The product is C(#N)CCP(OC(C)C)(=O)C(C)(C)C (isopropyl 2-cyanoethyl(t-butyl)phosphinate). As a reaction SMILES: [CH:1]([O:4][P:5]([C:7]([CH3:10])([CH3:9])[CH3:8])[OH:6])([CH3:3])[CH3:2].[Na].[C:12](#[N:15])[CH:13]=[CH2:14]>>[C:12]([CH2:13][CH2:14][P:5]([C:7]([CH3:10])([CH3:9])[CH3:8])(=[O:6])[O:4][CH:1]([CH3:3])[CH3:2])#[N:15] |^1:10|. Reported procedure: To 15.7 g of t-butylphosphonous acid-isopropylester in 6.3 ml of acrylonitrile are added 21 ml of sodium isopropylate (0.25 molar). After the exothermic reaction (the temperature rises to 100°) the suspension is filtered, the filtrate evaporated and the residue distillated to yield isopropyl 2-cyanoethyl(t-butyl)phosphinate as an oil,b.p. 121°/8 Pa, nD20 =1.4480. Starting materials: C(C1=CC=CC=C1)C1=C(N=C(S1)N1CCNCC1)C1=CC=C(C=C1)OC (1-[5-benzyl-4-(4-methoxy-phenyl)-thiazol-2-yl]-piperazine), B(Br)(Br)Br (boron tribromide). Run in ClCCl (dichloromethane). The product is C(C1=CC=CC=C1)C1=C(N=C(S1)N1CCNCC1)C1=CC=C(C=C1)O (4-(5-benzyl-2-piperazin-4-yl-thiazol-4-yl)-phenol). Isolated yield 49.2%. As a reaction SMILES: [CH2:1]([C:8]1[S:12][C:11]([N:13]2[CH2:18][CH2:17][NH:16][CH2:15][CH2:14]2)=[N:10][C:9]=1[C:19]1[CH:24]=[CH:23][C:22]([O:25]C)=[CH:21][CH:20]=1)[C:2]1[CH:7]=[CH:6][CH:5]=[CH:4][CH:3]=1.B(Br)(Br)Br>ClCCl>[CH2:1]([C:8]1[S:12][C:11]([N:13]2[CH2:14][CH2:15][NH:16][CH2:17][CH2:18]2)=[N:10][C:9]=1[C:19]1[CH:20]=[CH:21][C:22]([OH:25])=[CH:23][CH:24]=1)[C:2]1[CH:7]=[CH:6][CH:5]=[CH:4][CH:3]=1. Procedure details: A procedure similar to that in Example 74 was used. 1-[5-benzyl-4-(4-methoxy-phenyl)-thiazol-2-yl]-piperazine prepared in Example 71 and a solution of boron tribromide in dichloromethane were used as starting materials. The obtained crude product was recrystallized with acetone to give a product as a white solid in a yield of 49.2%, mp: 222-223 └. 1H-NMR (DMSO-d6, 400 MHz) δ: 2.71 (2H, s, CH2), 3.20 (2H, m, CH2), 3.40 (1H, br, NH), 4.01 (2H, s, CH2), 6.70 (2H, d, J=8.00 Hz, ArH), 7.05˜7.25 (2H, ... Reactants: CC#N, CC1C(NC(=O)OCc2ccccc2)C(=O)N1S(=O)(=O)O, Oc1cccc2ccc[nH+]c12. Product: CC1NC(=O)C1NC(=O)OCc1ccccc1. As a reaction SMILES: [CH3:33][C:34]#[N:35].[O:1]=[C:2]1[N:3]([S:18]([OH:19])(=[O:20])=[O:21])[CH:4]([CH3:17])[CH:5]1[NH:6][C:7](=[O:8])[O:9][CH2:10][c:11]1[cH:12][cH:13][cH:14][cH:15][cH:16]1.[OH:22][c:23]1[cH:24][cH:25][cH:26][c:27]2[c:28]1[nH+:29][cH:30][cH:31][cH:32]2>>[O:1]=[C:2]1[NH:3][CH:4]([CH3:17])[CH:5]1[NH:6][C:7](=[O:8])[O:9][CH2:10][c:11]1[cH:12][cH:13][cH:14][cH:15][cH:16]1. The reactants are BrC1=C(OC2=C1C=C(C=C2)CC=2C(=NN(C2CO)CC(F)(F)F)CCCC)C2=C(C=CC=C2)C2=NN=NN2 (4-[[3-Bromo-2-[2-(1H-tetrazol-5-yl)phenyl]-5-benzofuranyl]methyl]-3-butyl-1-(2,2,2-trifluoroethyl)-1H-pyrazole-5-methanol), C[N+]1(CCOCC1)[O-] (N-methylmorpholine-N-oxide), ClCCl (dichloromethane), C(C)#N (acetonitrile). The reagents and catalysts are [Ru](=O)(=O)(=O)[O-].C(CC)[N+](CCC)(CCC)CCC (tetrapropylammonium perruthenate). Run in ClCCl.C(C)(=O)OCC (dichloromethane ethyl acetate). Run at time 1.5 hour. The product is BrC1=C(OC2=C1C=C(C=C2)CC=2C(=NN(C2C=O)CC(F)(F)F)CCCC)C2=C(C=CC=C2)C2=NN=NN2 (4-[[3-Bromo-2-[2-(1H-tetrazol-5-yl)phenyl]-5-benzofuranyl]methyl]-3-butyl-1-(2,2,2-trifluoroethyl)-1H-pyrazole-5-carboxaldehyde). Yield: 56.6%. Reaction SMILES: [Br:1][C:2]1[C:6]2[CH:7]=[C:8]([CH2:11][C:12]3[C:13]([CH2:24][CH2:25][CH2:26][CH3:27])=[N:14][N:15]([CH2:19][C:20]([F:23])([F:22])[F:21])[C:16]=3[CH2:17][OH:18])[CH:9]=[CH:10][C:5]=2[O:4][C:3]=1[C:28]1[CH:33]=[CH:32][CH:31]=[CH:30][C:29]=1[C:34]1[NH:38][N:37]=[N:36][N:35]=1.C[N+]1([O-])CCOCC1.ClCCl.C(#N)C>ClCCl.C(OCC)(=O)C.[Ru]([O-])(=O)(=O)=O.C([N+](CCC)(CCC)CCC)CC>[Br:1][C:2]1[C:6]2[CH:7]=[C:8]([CH2:11][C:12]3[C:13]([CH2:24][CH2:25][CH2:26][CH3:27])=[N:14][N:15]([CH2:19][C:20]([F:21])([F:23])[F:22])[C:16]=3[CH:17]=[O:18])[CH:9]=[CH:10][C:5]=2[O:4][C:3]=1[C:28]1[CH:33]=[CH:32][CH:31]=[CH:30][C:29]=1[C:34]1[NH:38][N:37]=[N:36][N:35]=1 |f:4.5,6.7|. Procedure details: A mixture of the product of Example 5 (0.55 g), 4Å molecular sieves (powdered) (2.5 g), N-methylmorpholine-N-oxide (0.65 g) in a mixture of dry dichloromethane (10 ml) and dry acetonitrile (10 ml) was treated with tetrapropylammonium perruthenate (40 mg) at 0°. The mixture was stirred at 0° to ambient temperature for 1.5 h and filtered through "hyflo", and the solvent was evaporated. The residue was purified by flash column chromatography eluting with System F (400:400:10:10) to give a residue w...